This data is from the Open Reaction Database (ORD), a public repository of structured organic reaction records. The task is: describe an organic reaction: reactants, conditions, products, and yield The product is COC(=O)CCCCCCC1C(OCC1C(\C=C\CCCCC)SC1=CC=CC=C1)=O (3-(6-methoxycarbonylhexyl)-4-(1-phenylthio-trans-2-octenyl)-oxolane-2-one). The reactants are [C-]#N.[Na+] (sodium cyanide), COC(=O)C1(C(OCC1C(\C=C\CCCCC)SC1=CC=CC=C1)=O)CCCCCCC(=O)OC (3-methoxycarbonyl-3-(6-methoxycarbonylhexyl)-4-(1-phenylthio-trans-2-octenyl)-oxolane-2-one), Cl (hydrochloric acid). Isolated yield 82.5%. Solvent: CN(P(N(C)C)(N(C)C)=O)C (hexamethylphosphoric triamide). Reported procedure: 1.00 g (1.98 mmol) of 3-methoxycarbonyl-3-(6-methoxycarbonylhexyl)-4-(1-phenylthio-trans-2-octenyl)-oxolane-2-one was dissolved in 23 ml of hexamethylphosphoric triamide followed by stirring. 194 mg (3.96 mmols) of sodium cyanide was then added to the solution and the mixture was heated at 75° to 80° C. for 15 hours while heating. The mixture was allowed to cool to room temperature and rendered neutral with diluted hydrochloric acid. The mixture was extracted with ethyl acetate and the extract w... Reaction SMILES: COC([C:5]1([CH2:26][CH2:27][CH2:28][CH2:29][CH2:30][CH2:31][C:32]([O:34][CH3:35])=[O:33])[CH:9]([CH:10]([S:18][C:19]2[CH:24]=[CH:23][CH:22]=[CH:21][CH:20]=2)/[CH:11]=[CH:12]/[CH2:13][CH2:14][CH2:15][CH2:16][CH3:17])[CH2:8][O:7][C:6]1=[O:25])=O.[C-]#N.[Na+].Cl>CN(C)P(=O)(N(C)C)N(C)C>[CH3:35][O:34][C:32]([CH2:31][CH2:30][CH2:29][CH2:28][CH2:27][CH2:26][CH:5]1[CH:9]([CH:10]([S:18][C:19]2[CH:24]=[CH:23][CH:22]=[CH:21][CH:20]=2)/[CH:11]=[CH:12]/[CH2:13][CH2:14][CH2:15][CH2:16][CH3:17])[CH2:8][O:7][C:6]1=[O:25])=[O:33] |f:1.2|.